This data is from the Open Reaction Database (ORD), a public repository of structured organic reaction records. The task is: describe an organic reaction: reactants, conditions, products, and yield Starting materials: O=C(Br)CBr, CCOC(C)=O, O=C1C2CCCC2Nc2ccc(Cl)cc2N1Cc1ccccc1, CCCCCC. The product is O=C1C2CCCC2N(C(=O)CBr)c2ccc(Cl)cc2N1Cc1ccccc1. RXN SMILES: [Br:24][CH2:25][C:26](=[O:27])[Br:28].[C:35]([O:36][CH2:37][CH3:38])(=[O:39])[CH3:40].[CH2:1]([c:2]1[cH:3][cH:4][cH:5][cH:6][cH:7]1)[N:8]1[c:9]2[c:10]([cH:19][cH:20][c:21]([Cl:23])[cH:22]2)[NH:11][CH:12]2[CH:13]([C:14]1=[O:15])[CH2:16][CH2:17][CH2:18]2.[CH3:29][CH2:30][CH2:31][CH2:32][CH2:33][CH3:34]>>[CH2:1]([c:2]1[cH:3][cH:4][cH:5][cH:6][cH:7]1)[N:8]1[c:9]2[c:10]([cH:19][cH:20][c:21]([Cl:23])[cH:22]2)[N:11]([C:26]([CH2:25][Br:24])=[O:27])[CH:12]2[CH:13]([C:14]1=[O:15])[CH2:16][CH2:17][CH2:18]2. The reactants are CN1C(=O)N(c2ccc(C#N)c(C(F)(F)F)c2)C(=O)C1(C)c1ccc(O)cc1, CC(C)I. Product: CC(C)Oc1ccc(C2(C)C(=O)N(c3ccc(C#N)c(C(F)(F)F)c3)C(=O)N2C)cc1. Reaction SMILES: [CH3:1][N:2]1[C:3](=[O:28])[N:4]([c:16]2[cH:17][c:18]([C:24]([F:25])([F:26])[F:27])[c:19]([C:20]#[N:21])[cH:22][cH:23]2)[C:5](=[O:15])[C:6]1([c:7]1[cH:8][cH:9][c:10]([OH:13])[cH:11][cH:12]1)[CH3:14].[CH:29]([CH3:30])([CH3:31])[I:32]>>[CH3:1][N:2]1[C:3](=[O:28])[N:4]([c:16]2[cH:17][c:18]([C:24]([F:25])([F:26])[F:27])[c:19]([C:20]#[N:21])[cH:22][cH:23]2)[C:5](=[O:15])[C:6]1([c:7]1[cH:8][cH:9][c:10]([O:13][CH:29]([CH3:30])[CH3:31])[cH:11][cH:12]1)[CH3:14]. Product: C(CC)OCCOC1=CC=CC=2C=COC21 (7-propoxyethoxybenzofuran). Starting materials: OC1=CC=CC=2C=COC21 (7-hydroxybenzofuran), C([O-])([O-])=O.[K+].[K+] (potassium carbonate), [I-].[Na+] (sodium iodide), ClCCOCCC (2-chloroethylpropylether). Solvent: CN(C)C=O (DMF), O (water). Reported procedure: To a solution of 7-hydroxybenzofuran (2.609) in DMF (70 ml) were added potassium carbonate (6.97 g) and sodium iodide (7.55 g) and then was added 2-chloroethylpropylether (4.76 g), and the mixture was stirred, under nitrogen atmosphere, at 95° C. for 3 days and cooled. To the mixture was added water, and the mixture was extracted with ethyl acetate. The organic layer was washed with water (three times) and saturated brine, and dried with magnesium sulfate. Under reduced pressure, the solvent was... Run at temperature 95 celsius, time 3 day. RXN SMILES: [OH:1][C:2]1[C:10]2[O:9][CH:8]=[CH:7][C:6]=2[CH:5]=[CH:4][CH:3]=1.C(=O)([O-])[O-].[K+].[K+].[I-].[Na+].Cl[CH2:20][CH2:21][O:22][CH2:23][CH2:24][CH3:25]>CN(C=O)C.O>[CH2:23]([O:22][CH2:21][CH2:20][O:1][C:2]1[C:10]2[O:9][CH:8]=[CH:7][C:6]=2[CH:5]=[CH:4][CH:3]=1)[CH2:24][CH3:25] |f:1.2.3,4.5|. Starting materials: Cc1nocc1C(=O)O, [Cl-], O=C(Cl)C(=O)Cl, ClCCl, [Na+], O=C([O-])O, N#Cc1ccc(C23Cn4cccc4C(=O)N2CCN3)cc1, CN(C)C=O, c1ccncc1. Yields the product Cc1nocc1C(=O)N1CCN2C(=O)c3cccn3CC12c1ccc(C#N)cc1. As a reaction SMILES: [CH3:8][c:9]1[n:10][o:11][cH:12][c:13]1[C:14](=[O:15])[OH:16].[Cl-:1].[Cl:2][C:3]([C:4]([Cl:5])=[O:6])=[O:7].[Cl:43][CH2:44][Cl:45].[Na+:42].[O-:38][C:39]([OH:40])=[O:41].[O:17]=[C:18]1[c:19]2[n:20]([cH:35][cH:36][cH:37]2)[CH2:21][C:22]2([c:27]3[cH:28][cH:29][c:30]([C:31]#[N:32])[cH:33][cH:34]3)[N:23]1[CH2:24][CH2:25][NH:26]2.[O:52]=[CH:53][N:54]([CH3:55])[CH3:56].[cH:46]1[cH:47][cH:48][n:49][cH:50][cH:51]1>>[CH3:8][c:9]1[n:10][o:11][cH:12][c:13]1[C:14](=[O:16])[N:26]1[C:22]2([c:27]3[cH:28][cH:29][c:30]([C:31]#[N:32])[cH:33][cH:34]3)[CH2:21][n:20]3[c:19]([cH:37][cH:36][cH:35]3)[C:18](=[O:17])[N:23]2[CH2:24][CH2:25]1. The reactants are Pd(DBA), [O-]CCCC.[Na+] (sodium butoxide), FC1=C(N)C=CC(=C1)F (2,4 difluoro aniline), ClC=1C=CC=2N(N1)C=CC(C2C2=C(C=CC=C2F)F)=O (2-chloro-5-(2,6-difluorophenyl)-6H-pyrido[1,2-b]pyridazin-6-one). Reagents/catalysts: C1=CC=C(C=C1)P([C-]2C=CC=C2)C3=CC=CC=C3.C1=CC=C(C=C1)P([C-]2C=CC=C2)C3=CC=CC=C3.[Fe+2] (dppf). Solvent: C1(=CC=CC=C1)C (toluene). Reaction conditions: temperature 80 celsius. Yields the product FC1=C(C(=CC=C1)F)C=1C(C=CN2N=C(C=CC21)NC2=C(C=C(C=C2)F)F)=O (5-(2,6-difluorophenyl)-2-[(2,4-difluorophenyl)amino]-6H-pyrido[1,2-b]pyridazin-6-one). Reaction SMILES: Cl[C:2]1[CH:3]=[CH:4][C:5]2[N:6]([CH:8]=[CH:9][C:10](=[O:20])[C:11]=2[C:12]2[C:17]([F:18])=[CH:16][CH:15]=[CH:14][C:13]=2[F:19])[N:7]=1.[O-]CCCC.[Na+].[F:27][C:28]1[CH:34]=[C:33]([F:35])[CH:32]=[CH:31][C:29]=1[NH2:30]>C1(C)C=CC=CC=1.C1C=CC(P(C2C=CC=CC=2)[C-]2C=CC=C2)=CC=1.C1C=CC(P(C2C=CC=CC=2)[C-]2C=CC=C2)=CC=1.[Fe+2]>[F:19][C:13]1[CH:14]=[CH:15][CH:16]=[C:17]([F:18])[C:12]=1[C:11]1[C:10](=[O:20])[CH:9]=[CH:8][N:6]2[C:5]=1[CH:4]=[CH:3][C:2]([NH:30][C:29]1[CH:31]=[CH:32][C:33]([F:35])=[CH:34][C:28]=1[F:27])=[N:7]2 |f:1.2,5.6.7|. Reported procedure: To a solution of 2-chloro-5-(2,6-difluorophenyl)-6H-pyrido[1,2-b]pyridazin-6-one (100 mg, 0.34 mmol) dissolved in toluene (1.5 mL) was added Pd(DBA) (3.1 mg, 0.0034 mmol), dppf (3.7 mg, 0.0068 mmol), sodium butoxide (23 mg, 0.238 mmol), and 2,4 difluoro aniline (43 mg, 0.34 mmol). The reaction was heated to 80° C. for 3 hours until complete by LCMS analysis. The reaction was passed through celite, condensed to an oil and purified via silica gel chromatography (EtOAc/CH2Cl2, MeOH) to yield the ti...